The task is: describe an organic reaction: reactants, conditions, products, and yield. This data is from the Open Reaction Database (ORD), a public repository of structured organic reaction records. Reactants: CC(C(C)(C)O1)(C)OB1C2=CC(C(F)(F)F)=C(C3CCC3)N=C2, ClC1=CC2=C(C=CN2)C=C1. The reagents and catalysts are CC(C)(C)C1=CC=C(C=C1)C2=CC=C(C=C2)C(C)(C)C, [O-]P(=O)([O-])[O-].[K+].[K+].[K+], CC(C1=CC(C(C)C)=C(C2=CC=CC=C2P(C3CCCCC3)C4CCCCC4)C(C(C)C)=C1)C.NC5=CC=CC=C5C6=CC=CC=[C-]6.Cl[Pd+]. Solvent: C1CCOC1, O (water), C1CCOC1. Run at temperature 25 celsius, time 24 hour. Product: FC(F)(F)C(C=C(C1=CC2=C(C=C1)C=CN2)C=N3)=C3C4CCC4. Yield: 79.0%. Procedure: Into a 50-mL sealed tube, was placed ethyl 4,4,4-trifluorobut-2-ynoate (1.25 g, 7.53 mmol, 1.56 equiv), 5-(4-ethylphenyl)-2H-1,3,4-oxathiazol-2-one (1.0 g, 4.83 mmol, 1.00 equiv), 1,3-dichlorobenzene (8 mL). The resulting solution was stirred for 16 h at 150° C. The reaction progress was monitored by LCMS. The resulting mixture was concentrated under vacuum. The residue was applied onto a silica gel column with petroleum ether (100). This resulted in 1.068 g (67%) of ethyl 3-(4-ethylphenyl)-5-(t... Product: C(C)C1=CC=C(C=C1)C1=NSC(=C1C(=O)OCC)C(F)(F)F (Ethyl 3-(4-ethylphenyl)-5-(trifluoromethyl)-1,2-thiazole-4-carboxylate). Reactants: FC(C#CC(=O)OCC)(F)F (ethyl 4,4,4-trifluorobut-2-ynoate), C(C)C1=CC=C(C=C1)C1=NSC(O1)=O (5-(4-ethylphenyl)-2H-1,3,4-oxathiazol-2-one), ClC1=CC(=CC=C1)Cl (1,3-dichlorobenzene). Reaction SMILES: [F:1][C:2]([F:11])([F:10])[C:3]#[C:4][C:5]([O:7][CH2:8][CH3:9])=[O:6].[CH2:12]([C:14]1[CH:19]=[CH:18][C:17]([C:20]2OC(=O)[S:22][N:21]=2)=[CH:16][CH:15]=1)[CH3:13].ClC1C=CC=C(Cl)C=1>>[CH2:12]([C:14]1[CH:19]=[CH:18][C:17]([C:20]2[C:4]([C:5]([O:7][CH2:8][CH3:9])=[O:6])=[C:3]([C:2]([F:10])([F:11])[F:1])[S:22][N:21]=2)=[CH:16][CH:15]=1)[CH3:13]. Reaction conditions: temperature 150 celsius, time 16 hour.